This data is from the Open Reaction Database (ORD), a public repository of structured organic reaction records. The task is: describe an organic reaction: reactants, conditions, products, and yield Reactants: CN(C)C=O, COCCl, Cl, CCOC(=O)c1nn(-c2ccccc2)c(=O)c2[nH]c3ccc(F)cc3c12, [H-], [Na+], C1CCOC1. The product is CCOC(=O)c1nn(-c2ccccc2)c(=O)c2c1c1cc(F)ccc1n2COC. Reaction SMILES: [CH3:34][N:35]([CH3:36])[CH:37]=[O:38].[Cl:29][CH2:30][O:31][CH3:32].[ClH:33].[F:1][c:2]1[cH:3][c:4]2[c:5]3[c:6]([nH:7][c:8]2[cH:9][cH:10]1)[c:11](=[O:26])[n:12](-[c:20]1[cH:21][cH:22][cH:23][cH:24][cH:25]1)[n:13][c:14]3[C:15](=[O:16])[O:17][CH2:18][CH3:19].[H-:27].[Na+:28].[O:39]1[CH2:40][CH2:41][CH2:42][CH2:43]1>>[F:1][c:2]1[cH:3][c:4]2[c:5]3[c:6]([n:7]([CH2:30][O:31][CH3:32])[c:8]2[cH:9][cH:10]1)[c:11](=[O:26])[n:12](-[c:20]1[cH:21][cH:22][cH:23][cH:24][cH:25]1)[n:13][c:14]3[C:15](=[O:16])[O:17][CH2:18][CH3:19]. Starting materials: Cl.Cl.FC1=CC=C(C=C1)[C@@H]1CC[C@H](CC1)N1C[C@@H](CC1)N (trans-1-[4-(4-fluorophenyl)cyclohexyl]-(3R)-pyrrolidin-3-ylamine dihydrochloride), C(C)(C)N(C(C)C)CC (N,N-diisopropylethylamine), C(C)(=O)OCC (ethyl acetate), [N+](=O)([O-])C1=CC=C(C=C1)OC(=O)N1C(O[C@H]([C@@H]1C1=CC(=C(C=C1)F)F)COC1OCCCC1)=O ((4S,5R)-4-(3,4-difluorophenyl)-2-oxo-5-(tetrahydropyran-2-yloxymethyl)-oxazolidine-3-carboxylic acid 4-nitrophenyl ester). Solvent: O1CCCC1 (tetrahydrofuran), CCCCCC (hexane). Run at time 18 hour. Product: FC1=CC=C(C=C1)C1CCC(CC1)N1C[C@@H](CC1)NC(=O)N1C(OCC1COC1OCCCC1)=O (tetrahydropyran-2-yloxymethyl-2-oxo-oxazolidine-3-carboxylic acid (1-[4-(4-fluorophenyl)cyclohexyl]-(3R)-pyrrolidin-3-yl} amide). The yield is 40.0%. Reaction SMILES: Cl.Cl.[F:3][C:4]1[CH:9]=[CH:8][C:7]([C@H:10]2[CH2:15][CH2:14][C@H:13]([N:16]3[CH2:20][CH2:19][C@@H:18]([NH2:21])[CH2:17]3)[CH2:12][CH2:11]2)=[CH:6][CH:5]=1.C(N(CC)[CH:26]([CH3:28])[CH3:27])(C)C.[N+](C1C=C[C:37]([O:40][C:41]([N:43]2[C@@H](C3C=CC(F)=C(F)C=3)[C@H](COC3CCCCO3)[O:45][C:44]2=O)=[O:42])=CC=1)([O-])=O.[C:65]([O:68][CH2:69][CH3:70])(=[O:67])[CH3:66]>O1CCCC1.CCCCCC>[F:3][C:4]1[CH:9]=[CH:8][C:7]([CH:10]2[CH2:11][CH2:12][CH:13]([N:16]3[CH2:20][CH2:19][C@@H:18]([NH:21][C:44]([N:43]4[CH:70]([CH2:69][O:68][CH:65]5[CH2:66][CH2:27][CH2:26][CH2:28][O:67]5)[CH2:37][O:40][C:41]4=[O:42])=[O:45])[CH2:17]3)[CH2:14][CH2:15]2)=[CH:6][CH:5]=1 |f:0.1.2|. Procedure: To a solution of trans-1-[4-(4-fluorophenyl)cyclohexyl]-(3R)-pyrrolidin-3-ylamine dihydrochloride (210 mg, 0.63 mmol) in dry tetrahydrofuran (4 mL) was added N,N-diisopropylethylamine (219 μL, 1.26 mmol) followed by (4S,5R)-4-(3,4-difluorophenyl)-2-oxo-5-(tetrahydropyran-2-yloxymethyl)-oxazolidine-3-carboxylic acid 4-nitrophenyl ester (300 mg, 0.63 mmol). The reaction mixture was stirred at ambient temperature for 18 h when the volatiles were removed under reduced pressure and residue dissolved ... Reactants: Cc1cc(N2CCC3(CC2)OCCO3)c2cccc(Br)c2n1, CCO, Cc1ccccc1, OB(O)Oc1ccc(Cl)cc1Cl, [Na+], [Na+], O=C([O-])[O-], O, [Pd], c1ccc(P(c2ccccc2)c2ccccc2)cc1, c1ccc(P(c2ccccc2)c2ccccc2)cc1, c1ccc(P(c2ccccc2)c2ccccc2)cc1, c1ccc(P(c2ccccc2)c2ccccc2)cc1. Product: Cc1cc(N2CCC3(CC2)OCCO3)c2cccc(-c3ccc(Cl)cc3Cl)c2n1. As a reaction SMILES: [Br:1][c:2]1[cH:3][cH:4][cH:5][c:6]2[c:7]([N:13]3[CH2:14][CH2:15][C:16]4([O:17][CH2:18][CH2:19][O:20]4)[CH2:21][CH2:22]3)[cH:8][c:9]([CH3:12])[n:10][c:11]12.[CH3:119][CH2:120][OH:121].[CH3:122][c:123]1[cH:124][cH:125][cH:126][cH:127][cH:128]1.[Cl:23][c:24]1[c:25]([O:31][B:32]([OH:33])[OH:34])[cH:26][cH:27][c:28]([Cl:30])[cH:29]1.[Na+:35].[Na+:36].[O-:37][C:38](=[O:39])[O-:40].[OH2:41].[Pd:42].[c:100]1([P:101]([c:102]2[cH:103][cH:104][cH:105][cH:106][cH:107]2)[c:108]2[cH:109][cH:110][cH:111][cH:112][cH:113]2)[cH:114][cH:115][cH:116][cH:117][cH:118]1.[c:43]1([P:44]([c:45]2[cH:46][cH:47][cH:48][cH:49][cH:50]2)[c:51]2[cH:52][cH:53][cH:54][cH:55][cH:56]2)[cH:57][cH:58][cH:59][cH:60][cH:61]1.[c:62]1([P:63]([c:64]2[cH:65][cH:66][cH:67][cH:68][cH:69]2)[c:70]2[cH:71][cH:72][cH:73][cH:74][cH:75]2)[cH:76][cH:77][cH:78][cH:79][cH:80]1.[c:81]1([P:82]([c:83]2[cH:84][cH:85][cH:86][cH:87][cH:88]2)[c:89]2[cH:90][cH:91][cH:92][cH:93][cH:94]2)[cH:95][cH:96][cH:97][cH:98][cH:99]1>>[c:2]1(-[c:25]2[c:24]([Cl:23])[cH:29][c:28]([Cl:30])[cH:27][cH:26]2)[cH:3][cH:4][cH:5][c:6]2[c:7]([N:13]3[CH2:14][CH2:15][C:16]4([O:17][CH2:18][CH2:19][O:20]4)[CH2:21][CH2:22]3)[cH:8][c:9]([CH3:12])[n:10][c:11]12.